This data is from the Open Reaction Database (ORD), a public repository of structured organic reaction records. The task is: describe an organic reaction: reactants, conditions, products, and yield The reactants are C[O-].[Na+] (sodium methoxide), CO (methanol), Cl.N1=CC=CC=C1 (pyridine hydrochloride), [Si](C)(C)(C(C)(C)C)O[C@@H]1CC[C@H](CC1)N1N=CC(=C1)C1=C2C(=C(N=C1)N)OC(=C2)Cl (4-[1-(trans-4-{[tert-butyl(dimethyl)silyl]oxy}cyclohexyl)-1H-pyrazol-4-yl]-2-chlorofuro[2,3-c]pyridin-7-amine), FC=1C=C2C(=CN1)SC=C2B2OC(C(O2)(C)C)(C)C (5-fluoro-3-(4,4,5,5-tetramethyl-[1,3,2]dioxaborolan-2-yl)-thieno[2,3-c]pyridine), C([O-])([O-])=O.[Na+].[Na+] (sodium carbonate). Reagents/catalysts: C=1C=CC(=CC1)[P](C=2C=CC=CC2)(C=3C=CC=CC3)[Pd]([P](C=4C=CC=CC4)(C=5C=CC=CC5)C=6C=CC=CC6)([P](C=7C=CC=CC7)(C=8C=CC=CC8)C=9C=CC=CC9)[P](C=1C=CC=CC1)(C=1C=CC=CC1)C=1C=CC=CC1 (Pd(PPh3)4). Run in O (Water), O (Water), O (water), O1CCOCC1 (1,4-dioxane). Run at temperature 150 celsius. Product: NC=1N=CC(=C2C1OC(=C2)C2=CSC1=CN=C(C=C12)O)C=1C=NN(C1)[C@@H]1CC[C@H](CC1)O (3-{7-Amino-4-[1-(trans-4-hydroxycyclohexyl)-1H-pyrazol-4-yl]furo[2,3-c]pyridin-2-yl}thieno[2,3-c]pyridin-5-ol). The yield is 11.0%. RXN SMILES: [Si]([O:8][C@H:9]1[CH2:14][CH2:13][C@H:12]([N:15]2[CH:19]=[C:18]([C:20]3[CH:25]=[N:24][C:23]([NH2:26])=[C:22]4[O:27][C:28](Cl)=[CH:29][C:21]=34)[CH:17]=[N:16]2)[CH2:11][CH2:10]1)(C(C)(C)C)(C)C.F[C:32]1[CH:33]=[C:34]2[C:40](B3OC(C)(C)C(C)(C)O3)=[CH:39][S:38][C:35]2=[CH:36][N:37]=1.C(=O)([O-])[O-:51].[Na+].[Na+].C[O-].[Na+].CO.Cl.N1C=CC=CC=1>O1CCOCC1.C1C=CC([P]([Pd]([P](C2C=CC=CC=2)(C2C=CC=CC=2)C2C=CC=CC=2)([P](C2C=CC=CC=2)(C2C=CC=CC=2)C2C=CC=CC=2)[P](C2C=CC=CC=2)(C2C=CC=CC=2)C2C=CC=CC=2)(C2C=CC=CC=2)C2C=CC=CC=2)=CC=1.O>[NH2:26][C:23]1[N:24]=[CH:25][C:20]([C:18]2[CH:17]=[N:16][N:15]([C@H:12]3[CH2:11][CH2:10][C@H:9]([OH:8])[CH2:14][CH2:13]3)[CH:19]=2)=[C:21]2[CH:29]=[C:28]([C:40]3[C:34]4[C:35](=[CH:36][N:37]=[C:32]([OH:51])[CH:33]=4)[S:38][CH:39]=3)[O:27][C:22]=12 |f:2.3.4,5.6,8.9,^1:77,79,98,117|. Procedure: A solution of 4-[1-(trans-4-{[tert-butyl(dimethyl)silyl]oxy}cyclohexyl)-1H-pyrazol-4-yl]-2-chlorofuro[2,3-c]pyridin-7-amine (232 mg, 0.520 mmol), 5-fluoro-3-(4,4,5,5-tetramethyl-[1,3,2]dioxaborolan-2-yl)-thieno[2,3-c]pyridine (235 mg, 0.530 mmol), and Pd(PPh3)4 (60.1 mg, 0.0520 mmol) in 1,4-dioxane (2.0 mL) and aqueous 1.0 M sodium carbonate solution (2.0 mL, 2.0 mmol) was heated to 120° C. in a microwave reactor for 60 min. Water (10 mL) was added, and the mixture was extracted with EtOAc (3×10... The reactants are C(C)OC(C1=CC(=C(C(=C1)Cl)S(=O)(=O)CC(=O)O)Cl)=O (3,5-Dichloro-4-[(carboxymethyl)sulfonyl]benzoic acid ethyl ester), C1(=CC=CC=C1)C (toluene). Solvent: N1=CC=CC=C1 (pyridine). The product is C(C)OC(C1=CC(=C(C(=C1)Cl)S(=O)(=O)C)Cl)=O (3,5-Dichloro-4-(methylsulfonyl)benzoic acid ethyl ester). RXN SMILES: [CH2:1]([O:3][C:4](=[O:20])[C:5]1[CH:10]=[C:9]([Cl:11])[C:8]([S:12]([CH2:15]C(O)=O)(=[O:14])=[O:13])=[C:7]([Cl:19])[CH:6]=1)[CH3:2].C1(C)C=CC=CC=1>N1C=CC=CC=1>[CH2:1]([O:3][C:4](=[O:20])[C:5]1[CH:6]=[C:7]([Cl:19])[C:8]([S:12]([CH3:15])(=[O:14])=[O:13])=[C:9]([Cl:11])[CH:10]=1)[CH3:2]. Procedure: 3,5-Dichloro-4-[(carboxymethyl)sulfonyl]benzoic acid ethyl ester (3.1 g) was mixed with toluene (100 mL) and pyridine (1.0 mL) and the mixture was refluxed for 30 min and then evaporated to dryness (yield 2.6 g). 1H-NMR (400 MHz, DMSO-d6) d=1.34 (t, J=7.0 Hz, 3H), 3.51 (s, 3H), 4.37 (q, J=7.0 Hz, 2H), 8.05 (s, 2H). Reactants: CCOC(=O)CN(c1ccc2c(c1)nc(Cc1ccc(C(=N)N)cc1)n2C)S(=O)(=O)c1cccc2cccnc12, CC(C)=O, O=C(Cl)OCc1ccccc1, Cl, O. Yields the product CCOC(=O)CN(c1ccc2c(c1)nc(Cc1ccc(C(N)=NC(=O)OCc3ccccc3)cc1)n2C)S(=O)(=O)c1cccc2cccnc12. As a reaction SMILES: [CH2:2]([CH3:3])[O:4][C:5](=[O:6])[CH2:7][N:8]([c:9]1[cH:10][c:11]2[c:12]([n:13]([CH3:26])[c:14]([CH2:16][c:17]3[cH:18][cH:19][c:20]([C:21](=[NH:22])[NH2:23])[cH:24][cH:25]3)[n:15]2)[cH:27][cH:28]1)[S:29](=[O:30])(=[O:31])[c:32]1[cH:33][cH:34][cH:35][c:36]2[cH:37][cH:38][cH:39][n:40][c:41]12.[CH3:54][C:55]([CH3:56])=[O:57].[Cl:42][C:43](=[O:44])[O:45][CH2:46][c:47]1[cH:48][cH:49][cH:50][cH:51][cH:52]1.[ClH:1].[OH2:53]>>[CH2:2]([CH3:3])[O:4][C:5](=[O:6])[CH2:7][N:8]([c:9]1[cH:10][c:11]2[c:12]([n:13]([CH3:26])[c:14]([CH2:16][c:17]3[cH:18][cH:19][c:20]([C:21](=[N:22][C:43](=[O:44])[O:45][CH2:46][c:47]4[cH:48][cH:49][cH:50][cH:51][cH:52]4)[NH2:23])[cH:24][cH:25]3)[n:15]2)[cH:27][cH:28]1)[S:29](=[O:30])(=[O:31])[c:32]1[cH:33][cH:34][cH:35][c:36]2[cH:37][cH:38][cH:39][n:40][c:41]12. The reactants are C(=S)=S (carbon disulfide), BrC1=CC(=C(N)C=C1)C (4-bromo-2-methylaniline), C1(CCCCC1)N=C=NC1CCCCC1 (1,3-dicyclohexylcarbodiimide). Solvent: N1=CC=CC=C1 (pyridine), C(C)N(CC)CC (triethylamine). Run at time 8 hour. Yields the product BrC1=CC(=C(C=C1)N=C=S)C (4-bromo-2-methylphenyl isothiocyanate). As a reaction SMILES: [Br:1][C:2]1[CH:8]=[CH:7][C:5]([NH2:6])=[C:4]([CH3:9])[CH:3]=1.C1(N=C=NC2CCCCC2)CCCCC1.[C:25](=S)=[S:26]>N1C=CC=CC=1.C(N(CC)CC)C>[Br:1][C:2]1[CH:8]=[CH:7][C:5]([N:6]=[C:25]=[S:26])=[C:4]([CH3:9])[CH:3]=1. Procedure: In 800 ml of pyridine were dissolved 275 ml of carbon disulfide and 93 ml of triethylamine. To the solution was added 125 g of 4-bromo-2-methylaniline. The mixture was stirred at room temperature overnight. Thereto was added 138.5 g of 1,3-dicyclohexylcarbodiimide (DCC). The mixture was stirred overnight. Pyridine was removed by distillation. To the residue was added n-hexane. The resulting precipitate (DC-thiourea) was removed by filtration. The filtrate was concentrated and the residue was pur... The reactants are NC1=CC=C2C(=N1)C(=CN2)C2CCN(CC2)CCC2=CC=CC=C2 (5-amino-3-(1-(2-phenyleth-1-yl)piperidin-4-yl)pyrrolo[3,2-b]pyridine), S1C(=CC=C1)C(=O)Cl (2-thiophenecarbonyl chloride). Yields the product S1C(=CC=C1)C(=O)NC1=CC=C2C(=N1)C(=CN2)C2CCN(CC2)CCC2=CC=CC=C2 (5-(N-[2-thiophenecarbonyl]amino)-3-(1-(2-phenyleth-1-yl)piperidin-4-yl)pyrrolo[3,2-b]pyridine). As a reaction SMILES: [NH2:1][C:2]1[N:7]=[C:6]2[C:8]([CH:11]3[CH2:16][CH2:15][N:14]([CH2:17][CH2:18][C:19]4[CH:24]=[CH:23][CH:22]=[CH:21][CH:20]=4)[CH2:13][CH2:12]3)=[CH:9][NH:10][C:5]2=[CH:4][CH:3]=1.[S:25]1[CH:29]=[CH:28][CH:27]=[C:26]1[C:30](Cl)=[O:31]>>[S:25]1[CH:29]=[CH:28][CH:27]=[C:26]1[C:30]([NH:1][C:2]1[N:7]=[C:6]2[C:8]([CH:11]3[CH2:16][CH2:15][N:14]([CH2:17][CH2:18][C:19]4[CH:24]=[CH:23][CH:22]=[CH:21][CH:20]=4)[CH2:13][CH2:12]3)=[CH:9][NH:10][C:5]2=[CH:4][CH:3]=1)=[O:31]. Procedure: Beginning with 0.015 gm (0.047 mMol) 5-amino-3-(1-(2-phenyleth-1-yl)piperidin-4-yl)pyrrolo[3,2-b]pyridine and 0.006 mL (0.061 mMol) 2-thiophenecarbonyl chloride, the title compound was prepared essentially by the procedure described in Example 7. Starting materials: Cl (hydrogen chloride), ClC1(C(NC(=C(C1)Cl)Cl)=O)Cl (3,3,5,6-tetrachloro-3,4-dihydropyridin-2-one). Yields the product ClC=1C(=NC(=C(C1)Cl)Cl)O (3,5,6-trichloropyridin-2-ol). RXN SMILES: Cl.[Cl:2][C:3]1(Cl)[CH2:8][C:7]([Cl:9])=[C:6]([Cl:10])[NH:5][C:4]1=[O:11]>>[Cl:2][C:3]1[C:4]([OH:11])=[N:5][C:6]([Cl:10])=[C:7]([Cl:9])[CH:8]=1. Procedure: U.S. Pat. No. 4,996,323 (Pews) discloses a process for preparing 3,5,6-trichloropyridin-2-ol by conducting the following three separate reactions: trichloroacetyl chloride is added to acrylonitrile in the presence of a catalytic amount of copper or a cuprous salt to produce 2,2,4-trichloro-4-cyanobutanoyl chloride; the 2,2,4-trichloro-4-cyanobutanoyl chloride is cyclized by contacting it with acidic reagents, preferably in an anhydrous state, to form 3,3,5,6-tetrachloro-3,4-dihydropyridin-2-one;... Starting materials: FC(C1=CC=C(COC(=O)C=2C(C(=C(NC2C)C)C(=O)OC)C2=CC(=CC=C2)[N+](=O)[O-])C=C1)(F)F (2,6-dimethyl-3-methoxycarbonyl-4-(3'-nitrophenyl)-1,4-dihydropyridine-5-carboxylic acid 4-trifluoromethylbenzyl ester). The solvent is C(C)O (ethanol), C(C)O (ethanol). Yields the product 3'-nitrobenzylideneacetoacetic acid methyl ester, FC(C1=CC=C(COC(\C=C(\C)/N)=O)C=C1)(F)F (β-aminocrotonic acid 4-trifluoromethylbenzyl ester). Yield: 75.0%. As a reaction SMILES: [F:1][C:2]([F:35])([F:34])[C:3]1[CH:33]=[CH:32][C:6]([CH2:7][O:8][C:9]([C:11]2C(C3C=CC=C([N+]([O-])=O)C=3)C(C(OC)=O)=C(C)[NH:15][C:16]=2[CH3:17])=[O:10])=[CH:5][CH:4]=1>C(O)C>[F:1][C:2]([F:34])([F:35])[C:3]1[CH:4]=[CH:5][C:6]([CH2:7][O:8][C:9](=[O:10])/[CH:11]=[C:16](\[NH2:15])/[CH3:17])=[CH:32][CH:33]=1. Reported procedure: Analogously to Example 1 heating a solution of 75 mmols of 3'-nitrobenzylideneacetoacetic acid methyl ester and 75 mmols of β-aminocrotonic acid 4-trifluoromethylbenzyl ester in 120 ml of ethanol gave 2,6-dimethyl-3-methoxycarbonyl-4-(3'-nitrophenyl)-1,4-dihydropyridine-5-carboxylic acid 4-trifluoromethylbenzyl ester of melting point 163° C (from ethanol).